Dataset: the Open Reaction Database (ORD), a public repository of structured organic reaction records. Task: describe an organic reaction: reactants, conditions, products, and yield Reactants: CC(C)(C)OC(=O)C1(c2ncccc2Cl)CC(F)(F)C1, ClCCl, O=C(O)C(F)(F)F. Yields the product FC1(F)CC(c2ncccc2Cl)C1. Reaction SMILES: [Cl:1][c:2]1[c:3]([C:8]2([C:14]([O:15][C:16]([CH3:17])([CH3:18])[CH3:19])=[O:20])[CH2:9][C:10]([F:12])([F:13])[CH2:11]2)[n:4][cH:5][cH:6][cH:7]1.[Cl:28][CH2:29][Cl:30].[F:21][C:22]([F:23])([F:24])[C:25]([OH:26])=[O:27]>>[Cl:1][c:2]1[c:3]([CH:8]2[CH2:9][C:10]([F:12])([F:13])[CH2:11]2)[n:4][cH:5][cH:6][cH:7]1. Reactants: COC(=O)c1cc(-c2ccc(C)cc2)cc([N+](=O)[O-])c1, CO, Cl[Sn]Cl. Yields the product COC(=O)c1cc(N)cc(-c2ccc(C)cc2)c1. RXN SMILES: [CH3:1][O:2][C:3](=[O:4])[c:5]1[cH:6][c:7](-[c:14]2[cH:15][cH:16][c:17]([CH3:20])[cH:18][cH:19]2)[cH:8][c:9]([N+:11]([O-:12])=[O:13])[cH:10]1.[CH3:24][OH:25].[Sn:21]([Cl:22])[Cl:23]>>[CH3:1][O:2][C:3](=[O:4])[c:5]1[cH:6][c:7](-[c:14]2[cH:15][cH:16][c:17]([CH3:20])[cH:18][cH:19]2)[cH:8][c:9]([NH2:11])[cH:10]1. Starting materials: N1(N=CC2=CC=CC=C12)C=1C=C(C=CC1)O (3-(1H-indazol-1-yl)phenol), C(C)(C)(C)C1=CC(=NC=C1)N1C2=CC=CC=C2C=2C=CC(=CC12)Br (9-(4-tert-butylpyridin-2-yl)-2-bromo-9H-carbazole), N1=C(C=CC=C1)C(=O)O (picolinic acid), [O-]P(=O)([O-])[O-].[K+].[K+].[K+] (K3PO4). Reagents/catalysts: [Cu]I (CuI). Run at temperature 95 celsius, time 3 day. Yields the product N1(N=CC2=CC=CC=C12)C=1C=C(OC2=CC=3N(C4=CC=CC=C4C3C=C2)C2=NC=CC(=C2)C(C)(C)C)C=CC1 (2-(3-(1H-indazol-1-yl)phenoxy)-9-(4-tert-butylpyridin-2-yl)-9H-carbazole), ON12-tBu. Yield: 90.0%. As a reaction SMILES: [N:1]1([C:10]2[CH:11]=[C:12]([OH:16])[CH:13]=[CH:14][CH:15]=2)[C:9]2[C:4](=[CH:5][CH:6]=[CH:7][CH:8]=2)[CH:3]=[N:2]1.[C:17]([C:21]1[CH:26]=[CH:25][N:24]=[C:23]([N:27]2[C:39]3[CH:38]=[C:37](Br)[CH:36]=[CH:35][C:34]=3[C:33]3[C:28]2=[CH:29][CH:30]=[CH:31][CH:32]=3)[CH:22]=1)([CH3:20])([CH3:19])[CH3:18].N1C=CC=CC=1C(O)=O.[O-]P([O-])([O-])=O.[K+].[K+].[K+]>[Cu]I>[N:1]1([C:10]2[CH:11]=[C:12]([CH:13]=[CH:14][CH:15]=2)[O:16][C:30]2[CH:31]=[CH:32][C:33]3[C:34]4[C:39](=[CH:38][CH:37]=[CH:36][CH:35]=4)[N:27]([C:23]4[CH:22]=[C:21]([C:17]([CH3:20])([CH3:19])[CH3:18])[CH:26]=[CH:25][N:24]=4)[C:28]=3[CH:29]=2)[C:9]2[C:4](=[CH:5][CH:6]=[CH:7][CH:8]=2)[CH:3]=[N:2]1 |f:3.4.5.6|. Procedure details: To a dry Shlenck tube equipped with a magnetic stir bar was added 3-(1H-indazol-1-yl)phenol 2 (630 mg, 3.0 mmol, 1.0 eq), 9-(4-tert-butylpyridin-2-yl)-2-bromo-9H-carbazole (1365 mg, 3.6 mmol, 1.2 eq), CuI (57 mg, 0.3 mmol, 0.1 eq), picolinic acid (74 mg, 0.6 mmol, 0.2 eq) and K3PO4 (1273 mg, 6.0 mmol, 2.0 eq). The tube was evacuated and backfilled with nitrogen. The evacuation and backfill procedure was repeated another two times. Then solvent DMSO (9 mL) was added under the protection of nitrog... Reactants: Cl (hydrochloric acid), C(C)(C)(C)OC(=O)NNC1CCC(CC1)(C(=O)OC)C1=CC=C(C=C1)C(F)(F)F (Methyl 4-(N′-tert-butoxycarbonylhydrazino)-1-(4-trifluoromethylphenyl)cyclohexanecarboxylate), C(C)OCC (diethyl ether), [OH-].[Na+] (sodium hydroxide). The solvent is CO (methanol). Conditions: time 15 hour. Product: C(C)(C)(C)OC(NN1C2CCC(C1=O)(CC2)C2=CC=C(C=C2)C(F)(F)F)=O (tert-butyl[3-oxo-4-(4-trifluoromethylphenyl)-2-aza-bicyclo[2,2,2]oct-2-yl]carbamate). The yield is 51.9%. Reaction SMILES: [C:1]([O:5][C:6]([NH:8][NH:9][CH:10]1[CH2:15][CH2:14][C:13]([C:20]2[CH:25]=[CH:24][C:23]([C:26]([F:29])([F:28])[F:27])=[CH:22][CH:21]=2)([C:16](OC)=[O:17])[CH2:12][CH2:11]1)=[O:7])([CH3:4])([CH3:3])[CH3:2].[OH-].[Na+].C(OCC)C.Cl>CO>[C:1]([O:5][C:6](=[O:7])[NH:8][N:9]1[C:16](=[O:17])[C:13]2([C:20]3[CH:25]=[CH:24][C:23]([C:26]([F:29])([F:28])[F:27])=[CH:22][CH:21]=3)[CH2:14][CH2:15][CH:10]1[CH2:11][CH2:12]2)([CH3:4])([CH3:3])[CH3:2] |f:1.2|. Procedure details: Methyl 4-(N′-tert-butoxycarbonylhydrazino)-1-(4-trifluoromethylphenyl)cyclohexanecarboxylate (74.5 mg) was dissolved in methanol (1.5 mL), followed by addition of a 1 N sodium hydroxide solution (1 mL) The mixture was stirred at room temperature for 15 hours and then stirred with heating under reflux for 11 hours and 30 minutes. After leaving to cool, diethyl ether was added to the reaction solution, followed by neutralization with 1 N hydrochloric acid. The organic layer was separated and then ...